This data is from the Open Reaction Database (ORD), a public repository of structured organic reaction records. The task is: describe an organic reaction: reactants, conditions, products, and yield As a reaction SMILES: [C:28](=[O:29])([O-:30])[O-:31].[CH3:34][CH2:35][CH2:36][C:37]#[N:38].[CH:20]1([c:23]2[n:24][cH:25][nH:26][cH:27]2)[CH2:21][CH2:22]1.[Cs+:32].[Cs+:33].[F:1][c:2]1[cH:3][c:4]([C:8](=[O:9])[NH:10][c:11]2[cH:12][c:13]([C:16](=[O:17])[O:18][CH3:19])[s:14][cH:15]2)[n:5][cH:6][cH:7]1>>[c:2]1(-[n:26]2[cH:25][n:24][c:23]([CH:20]3[CH2:21][CH2:22]3)[cH:27]2)[cH:3][c:4]([C:8](=[O:9])[NH:10][c:11]2[cH:12][c:13]([C:16](=[O:17])[O:18][CH3:19])[s:14][cH:15]2)[n:5][cH:6][cH:7]1. Yields the product COC(=O)c1cc(NC(=O)c2cc(-n3cnc(C4CC4)c3)ccn2)cs1. Starting materials: O=C([O-])[O-], CCCC#N, c1nc(C2CC2)c[nH]1, [Cs+], [Cs+], COC(=O)c1cc(NC(=O)c2cc(F)ccn2)cs1.